Dataset: the Open Reaction Database (ORD), a public repository of structured organic reaction records. Task: describe an organic reaction: reactants, conditions, products, and yield Starting materials: CC#N.O (CH3CN water), C1(=CC=CC=C1)B(O)O (Phenylboronic acid), C([O-])([O-])=O.[Na+].[Na+] (sodium carbonate), BrC=1C(=C2C(=NC1)NC=C2NC(C2=CN=CC=C2)=O)N2C[C@@H](CCC2)NC(OC(C)(C)C)=O ((R)-tert-butyl 1-(5-bromo-3-(nicotinamido)-1H-pyrrolo[2,3-b]pyridin-4-yl)piperidin-3-ylcarbamate), C1(=CC=CC=C1)B(O)O (Phenylboronic acid), C([O-])([O-])=O.[Na+].[Na+] (sodium carbonate). The reagents and catalysts are C=1C=CC(=CC1)[P](C=2C=CC=CC2)(C=3C=CC=CC3)[Pd]([P](C=4C=CC=CC4)(C=5C=CC=CC5)C=6C=CC=CC6)([P](C=7C=CC=CC7)(C=8C=CC=CC8)C=9C=CC=CC9)[P](C=1C=CC=CC1)(C=1C=CC=CC1)C=1C=CC=CC1 (palladium tetrakis). Run in O1CCOCC1 (dioxane). Run at temperature 150 celsius. Product: C(C1=CN=CC=C1)(=O)NC1=CNC2=NC=C(C(=C21)N2C[C@@H](CCC2)NC(OC(C)(C)C)=O)C2=CC=CC=C2 ((R)-tert-butyl 1-(3-(nicotinamido)-5-phenyl-1H-pyrrolo[2,3-b]pyridin-4-yl)piperidin-3-ylcarbamate). Isolated yield 60.3%. RXN SMILES: [C:1]1(B(O)O)[CH:6]=[CH:5][CH:4]=[CH:3][CH:2]=1.C(=O)([O-])[O-].[Na+].[Na+].Br[C:17]1[C:18]([N:35]2[CH2:40][CH2:39][CH2:38][C@@H:37]([NH:41][C:42](=[O:48])[O:43][C:44]([CH3:47])([CH3:46])[CH3:45])[CH2:36]2)=[C:19]2[C:25]([NH:26][C:27](=[O:34])[C:28]3[CH:33]=[CH:32][CH:31]=[N:30][CH:29]=3)=[CH:24][NH:23][C:20]2=[N:21][CH:22]=1.CC#N.O>O1CCOCC1.C1C=CC([P]([Pd]([P](C2C=CC=CC=2)(C2C=CC=CC=2)C2C=CC=CC=2)([P](C2C=CC=CC=2)(C2C=CC=CC=2)C2C=CC=CC=2)[P](C2C=CC=CC=2)(C2C=CC=CC=2)C2C=CC=CC=2)(C2C=CC=CC=2)C2C=CC=CC=2)=CC=1>[C:27]([NH:26][C:25]1[C:19]2[C:20](=[N:21][CH:22]=[C:17]([C:1]3[CH:6]=[CH:5][CH:4]=[CH:3][CH:2]=3)[C:18]=2[N:35]2[CH2:40][CH2:39][CH2:38][C@@H:37]([NH:41][C:42](=[O:48])[O:43][C:44]([CH3:46])([CH3:45])[CH3:47])[CH2:36]2)[NH:23][CH:24]=1)(=[O:34])[C:28]1[CH:33]=[CH:32][CH:31]=[N:30][CH:29]=1 |f:1.2.3,5.6,^1:62,64,83,102|. Reported procedure: Phenylboronic acid (28.4 mg, 0.233 mmol), PS-palladium tetrakis (88.2 mg, 0.00970 mmol, 0.10 mmol/1 g) and 2N sodium carbonate (194 μL, 0.388 mmol) were added to (R)-tert-butyl 1-(5-bromo-3-(nicotinamido)-1H-pyrrolo[2,3-b]pyridin-4-yl)piperidin-3-ylcarbamate (100 mg, 0.194 mmol; Example 1A, Step 1) in degassed dioxane (1 mL). The reaction was heated to 150° C. for 1 hour under microwave irradiation. Phenylboronic acid (28.4 mg, 0.233 mmol) and 2N sodium carbonate (194 μL, 0.388 mmol) were added,... Starting materials: C(#N)C(=C(CCCC(=O)O)C1=CC=CC=C1)C#N (6,6-dicyano-5-phenyl-5-hexenoic acid), Cl.CNC (dimethylamine hydrochloride), NC1=CC=CC=C1 (aniline). Product: C(#N)C(=C(CCCC(=O)N(C)C)C1=CC=CC=C1)C#N (6,6-dicyano-N,N-dimethyl-5-phenyl-5-hexenamide). RXN SMILES: [C:1]([C:3]([C:17]#[N:18])=[C:4]([C:11]1[CH:16]=[CH:15][CH:14]=[CH:13][CH:12]=1)[CH2:5][CH2:6][CH2:7][C:8]([OH:10])=O)#[N:2].Cl.[CH3:20][NH:21][CH3:22].NC1C=CC=CC=1>>[C:17]([C:3]([C:1]#[N:2])=[C:4]([C:11]1[CH:16]=[CH:15][CH:14]=[CH:13][CH:12]=1)[CH2:5][CH2:6][CH2:7][C:8]([N:21]([CH3:22])[CH3:20])=[O:10])#[N:18] |f:1.2|. Procedure details: The desired product was prepared by substituting 6,6-dicyano-5-phenyl-5-hexenoic acid (prepared by substituting 5-oxo-5-phenylpentanoic acid for Example 1A in Example 1B) and dimethylamine hydrochloride for Example 66B and aniline, respectively, in Example 66C. MS (ESI(−)) m/e 266 (M−H)−. The reactants are OC1=CC=C(C(=O)N(C2=C(C=CC(=C2)OC)C2CC=3C=CC(=CC3CC2)OC(C(C)(C)C)=O)C(C)C)C=C1 (pivalic acid 6-{2-[(4-hydroxybenzoyl)isopropylamino]-4-methoxyphenyl}-5,6,7,8-tetrahydronaphthalen-2-yl ester), ClCC(=O)N(CC)CC (2-chloro-N,N-diethyl acetamide). Product: C(C)N(CCOC1=CC=C(CN(C2=C(C=CC(=C2)OC)C2CC=3C=CC(=CC3CC2)O)C(C)C)C=C1)CC (6-{2-{[4-(2-Diethylaminoethoxy)benzyl]isopropylamino}-4-methoxyphenyl}-5,6,7,8-tetrahydronaphthalen-2-ol). Yield: 73.2%. Reaction SMILES: [OH:1][C:2]1[CH:38]=[CH:37][C:5]([C:6]([N:8]([CH:34]([CH3:36])[CH3:35])[C:9]2[CH:14]=[C:13]([O:15][CH3:16])[CH:12]=[CH:11][C:10]=2[CH:17]2[CH2:26][CH2:25][C:24]3[CH:23]=[C:22]([O:27]C(=O)C(C)(C)C)[CH:21]=[CH:20][C:19]=3[CH2:18]2)=O)=[CH:4][CH:3]=1.Cl[CH2:40][C:41]([N:43]([CH2:46][CH3:47])[CH2:44][CH3:45])=O>>[CH2:44]([N:43]([CH2:46][CH3:47])[CH2:41][CH2:40][O:1][C:2]1[CH:3]=[CH:4][C:5]([CH2:6][N:8]([CH:34]([CH3:36])[CH3:35])[C:9]2[CH:14]=[C:13]([O:15][CH3:16])[CH:12]=[CH:11][C:10]=2[CH:17]2[CH2:26][CH2:25][C:24]3[CH:23]=[C:22]([OH:27])[CH:21]=[CH:20][C:19]=3[CH2:18]2)=[CH:37][CH:38]=1)[CH3:45]. Reported procedure: Synthesized from pivalic acid 6-{2-[(4-hydroxybenzoyl)isopropylamino]-4-methoxyphenyl}-5,6,7,8-tetrahydronaphthalen-2-yl ester (30 mg) and 2-chloro-N,N-diethyl acetamide (18 mg) according to an analogous synthetic method to Example 404 and purified by LC-MS, the title compound (22 mg) was obtained. The reactants are NC(=O)CBr, O=C([O-])[O-], CN(C1=NC(=O)C(=Cc2ccc3c(cnn3Cc3ccc(Cl)cc3C(F)(F)F)c2)S1)C1CCNC1, [K+], [K+], CN(C)C=O. Yields the product CN(C1=NC(=O)C(=Cc2ccc3c(cnn3Cc3ccc(Cl)cc3C(F)(F)F)c2)S1)C1CCN(CC(N)=O)C1. Reaction SMILES: [Br:42][CH2:43][C:44](=[O:45])[NH2:46].[C:36](=[O:37])([O-:38])[O-:39].[Cl:1][c:2]1[cH:3][c:4]([C:32]([F:33])([F:34])[F:35])[c:5]([CH2:6][n:7]2[n:8][cH:9][c:10]3[cH:11][c:12]([CH:16]=[C:17]4[C:18](=[O:29])[N:19]=[C:20]([N:22]([CH:23]5[CH2:24][NH:25][CH2:26][CH2:27]5)[CH3:28])[S:21]4)[cH:13][cH:14][c:15]23)[cH:30][cH:31]1.[K+:40].[K+:41].[O:47]=[CH:48][N:49]([CH3:50])[CH3:51]>>[Cl:1][c:2]1[cH:3][c:4]([C:32]([F:33])([F:34])[F:35])[c:5]([CH2:6][n:7]2[n:8][cH:9][c:10]3[cH:11][c:12]([CH:16]=[C:17]4[C:18](=[O:29])[N:19]=[C:20]([N:22]([CH:23]5[CH2:24][N:25]([CH2:43][C:44](=[O:45])[NH2:46])[CH2:26][CH2:27]5)[CH3:28])[S:21]4)[cH:13][cH:14][c:15]23)[cH:30][cH:31]1. Starting materials: COC=1C=C2CC(CC2=CC1OC)N (5,6-dimethoxy-2-aminoindan), C([O-])([O-])=O.[Na+].[Na+] (sodium carbonate), Cl (HCl). Run in C(C)(=O)OCC (ethyl acetate), CN(C=O)C.C(C)#N (dimethylformamide acetonitrile). Run at temperature 100 celsius. Yields the product COC=1C=C2CC(CC2=CC1OC)N1CCCC1 (5,6-dimethoxy-2(pyrrolidino)indan). As a reaction SMILES: [CH3:1][O:2][C:3]1[CH:4]=[C:5]2[C:9](=[CH:10][C:11]=1[O:12][CH3:13])[CH2:8][CH:7]([NH2:14])[CH2:6]2.C(=O)([O-])[O-].[Na+].[Na+].Cl>CN(C)C=O.C(#N)C.C(OCC)(=O)C>[CH3:13][O:12][C:11]1[CH:10]=[C:9]2[C:5](=[CH:4][C:3]=1[O:2][CH3:1])[CH2:6][CH:7]([N:14]1[CH2:10][CH2:11][CH2:3][CH2:4]1)[CH2:8]2 |f:1.2.3,5.6|. Procedure: To a solution of 5,6-dimethoxy-2-aminoindan (Preparation 5, 4.5 mmol) in dimethylformamide/acetonitrile (1:6, 49 mL) was added sodium carbonate (1.43 g, 13.5 mmol) and was heated (100° C.) overnight. The mixture was diluted with ethyl acetate, filtered and the filtrate concentrated. The oily residue was chromatographed (400 g silica gel) eluting with methylene chloride/methanol (9:1) to yield a yellow oil. The oil was converted into the HCl salt and recrystallized from methanol/ethyl acetate: mp... Reactants: N(=O)[O-].[Na+] (NaNO2), Br (HBr), CC1=C(N)C(=CC(=C1)C)[N+](=O)[O-] (2,4-dimethyl-6-nitroaniline), CuBr, Br (HBr). Solvent: O (water), O (water), O (water). Reaction conditions: temperature 0 celsius, time 30 minute. Yields the product BrC1=C(C=C(C=C1[N+](=O)[O-])C)C (2-bromo-1,5-dimethyl-3-nitrobenzene). Yield: 26.0%. RXN SMILES: [CH3:1][C:2]1[CH:8]=[C:7]([CH3:9])[CH:6]=[C:5]([N+:10]([O-:12])=[O:11])[C:3]=1N.N([O-])=O.[Na+].[BrH:17]>O>[Br:17][C:3]1[C:5]([N+:10]([O-:12])=[O:11])=[CH:6][C:7]([CH3:9])=[CH:8][C:2]=1[CH3:1] |f:1.2|. Procedure: To a suspension of 2,4-dimethyl-6-nitroaniline (5 g, 30.12 mmol) in water (38 mL) was added HBr (15 mL, 40%). The mixture was heated to reflux for 10 minutes and then cooled to 0° C. A solution of NaNO2 (2.07 g) in water (12 mL) was added dropwise with cooling. The mixture was stirred for 30 minutes and then added slowly to a stirred mixture of CuBr (4.33 g) in HBr (12 mL) and water (23 mL) at RT. The reaction mixture was stirred at RT for 30 minutes, heated to reflux for 3 hours, and then steam... Reactants: BrCC[C@H](CN(C(C1=CC(=CC(=C1)C(F)(F)F)C(F)(F)F)=O)C)C1=CC=C(C=C1)Cl (4-bromo-2-(S)-(4-chlorophenyl)-1-(N-(3,5-bistrifluoromethylbenzoyl)-methylamino)butane), Cl.N1CCC2(CC1)CSC1=C2C=CC=C1 (spiro(2,3-dihydrobenzothiophene-3,4'-piperidine) hydrochloride), C(C)(C)N(CC)C(C)C (diisopropylethylamine). Yields the product ClC1=CC=C(C=C1)[C@H](CCN1CCC2(CC1)CSC1=C2C=CC=C1)CN(C(C1=CC(=CC(=C1)C(F)(F)F)C(F)(F)F)=O)C (1'-(3-(S)-(4-Chlorophenyl)-4-(N-(3,5-bistrifluoromethylbenzoyl)-(methylamino))butyl)-spiro(2,3-dihydrobenzothiophene-3,4'-piperidine)). RXN SMILES: Br[CH2:2][CH2:3][C@@H:4]([C:24]1[CH:29]=[CH:28][C:27]([Cl:30])=[CH:26][CH:25]=1)[CH2:5][N:6]([CH3:23])[C:7](=[O:22])[C:8]1[CH:13]=[C:12]([C:14]([F:17])([F:16])[F:15])[CH:11]=[C:10]([C:18]([F:21])([F:20])[F:19])[CH:9]=1.Cl.[NH:32]1[CH2:37][CH2:36][C:35]2([C:41]3[CH:42]=[CH:43][CH:44]=[CH:45][C:40]=3[S:39][CH2:38]2)[CH2:34][CH2:33]1.C(N(C(C)C)CC)(C)C>>[Cl:30][C:27]1[CH:26]=[CH:25][C:24]([C@@H:4]([CH2:5][N:6]([CH3:23])[C:7](=[O:22])[C:8]2[CH:9]=[C:10]([C:18]([F:19])([F:20])[F:21])[CH:11]=[C:12]([C:14]([F:16])([F:15])[F:17])[CH:13]=2)[CH2:3][CH2:2][N:32]2[CH2:37][CH2:36][C:35]3([C:41]4[CH:42]=[CH:43][CH:44]=[CH:45][C:40]=4[S:39][CH2:38]3)[CH2:34][CH2:33]2)=[CH:29][CH:28]=1 |f:1.2|. Reported procedure: The title compound was prepared as in Example 21 from 4-bromo-2-(S)-(4-chlorophenyl)-1-(N-(3,5-bistrifluoromethylbenzoyl)-methylamino)butane and spiro(2,3-dihydrobenzothiophene-3,4'-piperidine) hydrochloride except that 3 eq. of diisopropylethylamine were used. The reactants are Br, CCOC(=O)C(CCc1ccccc1)NC(C)C(=O)N(CC(=O)OC(C)(C)C)C1Cc2ccccc2C1, CC(=O)O. The product is Br, CCOC(=O)C(CCc1ccccc1)NC(C)C(=O)N(CC(=O)O)C1Cc2ccccc2C1. Reaction SMILES: [BrH:38].[C:1]([CH3:2])([CH3:3])([CH3:4])[O:5][C:6]([CH2:7][N:8]([CH:9]1[CH2:10][c:11]2[cH:12][cH:13][cH:14][cH:15][c:16]2[CH2:17]1)[C:18]([CH:19]([NH:20][CH:21]([CH2:22][CH2:23][c:24]1[cH:25][cH:26][cH:27][cH:28][cH:29]1)[C:30](=[O:31])[O:32][CH2:33][CH3:34])[CH3:35])=[O:36])=[O:37].[CH3:39][C:40](=[O:41])[OH:42]>>[BrH:38].[O:5]=[C:6]([CH2:7][N:8]([CH:9]1[CH2:10][c:11]2[cH:12][cH:13][cH:14][cH:15][c:16]2[CH2:17]1)[C:18]([CH:19]([NH:20][CH:21]([CH2:22][CH2:23][c:24]1[cH:25][cH:26][cH:27][cH:28][cH:29]1)[C:30](=[O:31])[O:32][CH2:33][CH3:34])[CH3:35])=[O:36])[OH:37].